From a dataset of the Open Reaction Database (ORD), a public repository of structured organic reaction records. describe an organic reaction: reactants, conditions, products, and yield The reactants are CNN, CCO, CCN(CC)c1c(Cl)cc(N=C=S)cc1Cl. Yields the product CCN(CC)c1c(Cl)cc(NC(=S)N(C)N)cc1Cl. As a reaction SMILES: [CH3:17][NH:18][NH2:19].[CH3:20][CH2:21][OH:22].[Cl:1][c:2]1[cH:3][c:4]([N:14]=[C:15]=[S:16])[cH:5][c:6]([Cl:13])[c:7]1[N:8]([CH2:9][CH3:10])[CH2:11][CH3:12]>>[Cl:1][c:2]1[cH:3][c:4]([NH:14][C:15](=[S:16])[N:18]([CH3:17])[NH2:19])[cH:5][c:6]([Cl:13])[c:7]1[N:8]([CH2:9][CH3:10])[CH2:11][CH3:12]. As a reaction SMILES: [CH3:1][O:2][C:3]([CH:4]([NH:5][C:6](=[S:7])[C:8]1([CH2:13][CH2:14][O:15][CH3:16])[CH2:9][CH2:10][CH2:11][CH2:12]1)[CH2:17][c:18]1[cH:19][cH:20][c:21]([N+:24]([O-:25])=[O:26])[cH:22][cH:23]1)=[O:27].[CH3:31][OH:32].[Cl-:28].[NH4+:29].[OH2:30].[Zn:33]>>[CH3:1][O:2][C:3]([CH:4]([NH:5][C:6](=[S:7])[C:8]1([CH2:13][CH2:14][O:15][CH3:16])[CH2:9][CH2:10][CH2:11][CH2:12]1)[CH2:17][c:18]1[cH:19][cH:20][c:21]([NH2:24])[cH:22][cH:23]1)=[O:27]. Reactants: COCCC1(C(=S)NC(Cc2ccc([N+](=O)[O-])cc2)C(=O)OC)CCCC1, CO, [Cl-], [NH4+], O, [Zn]. The product is COCCC1(C(=S)NC(Cc2ccc(N)cc2)C(=O)OC)CCCC1.